This data is from the Open Reaction Database (ORD), a public repository of structured organic reaction records. The task is: describe an organic reaction: reactants, conditions, products, and yield The reactants are CCO, [K+], C1COCCO1, [OH-], O, COC(=O)c1ccc2c(c1)S(=O)(=O)c1ccccc1N=C2. Product: O=C(O)c1ccc2c(c1)S(=O)(=O)c1ccccc1N=C2. RXN SMILES: [CH3:25][CH2:26][OH:27].[K+:23].[O:28]1[CH2:29][CH2:30][O:31][CH2:32][CH2:33]1.[OH-:22].[OH2:24].[cH:1]1[cH:2][c:3]([C:18](=[O:19])[O:20][CH3:21])[cH:4][c:5]2[c:6]1[CH:7]=[N:8][c:9]1[c:10]([cH:14][cH:15][cH:16][cH:17]1)[S:11]2(=[O:12])=[O:13]>>[cH:1]1[cH:2][c:3]([C:18](=[O:19])[OH:20])[cH:4][c:5]2[c:6]1[CH:7]=[N:8][c:9]1[c:10]([cH:14][cH:15][cH:16][cH:17]1)[S:11]2(=[O:12])=[O:13]. The reactants are ClC=1C(=CC2=C(SC(=C2)C2=C(C=CC=C2)Cl)C1Cl)OC (6,7-dichloro-2-(2'-chlorophenyl)-5-methoxybenzo[b]thiophene), Cl.N1=CC=CC=C1 (pyridine hydrochloride). Run in O (water). The product is ClC=1C(=CC2=C(SC(=C2)C2=C(C=CC=C2)Cl)C1Cl)O (6,7-dichloro-2-(2'-chlorophenyl)-5-hydroxybenzo[b]thiophene). The yield is 72.4%. As a reaction SMILES: [Cl:1][C:2]1[C:3]([O:19]C)=[CH:4][C:5]2[CH:9]=[C:8]([C:10]3[CH:15]=[CH:14][CH:13]=[CH:12][C:11]=3[Cl:16])[S:7][C:6]=2[C:17]=1[Cl:18].Cl.N1C=CC=CC=1>O>[Cl:1][C:2]1[C:3]([OH:19])=[CH:4][C:5]2[CH:9]=[C:8]([C:10]3[CH:15]=[CH:14][CH:13]=[CH:12][C:11]=3[Cl:16])[S:7][C:6]=2[C:17]=1[Cl:18] |f:1.2|. Procedure details: A mixture of 26.8 g of 6,7-dichloro-2-(2'-chlorophenyl)-5-methoxybenzo[b]thiophene and 260 g of pyridine hydrochloride is heated at 190°-200° for 4.5 hrs. To the cooled mixture is added 800 ml of water and the aqueous mixture is extracted with three 400-ml portions of ethyl ether. The organic layers are collected, washed with 400 ml of 2N hydrochloric acid and with 200 ml of water. The organic layer is dried over anhydrous magnesium sulfate, decolorized (charcoal) overnight and the solvent is re... Starting materials: BrC=1C=C2CCCC2=CC1OCCC (5-bromo-6-propoxyindan), C(C1=CC=CC=C1)(C1=CC=CC=C1)=N (benzophenone imine), CC1(C2=CC=CC(=C2OC=2C(=CC=CC12)P(C1=CC=CC=C1)C1=CC=CC=C1)P(C1=CC=CC=C1)C1=CC=CC=C1)C (9,9-dimethyl-4,5-bis(diphenylphosphino)xanthene), C([O-])([O-])=O.[Cs+].[Cs+] (cesium carbonate), [Cl-].[NH4+] (ammonium chloride). Reagents/catalysts: C=1C=CC(=CC1)/C=C/C(=O)/C=C/C2=CC=CC=C2.C=1C=CC(=CC1)/C=C/C(=O)/C=C/C2=CC=CC=C2.C=1C=CC(=CC1)/C=C/C(=O)/C=C/C2=CC=CC=C2.[Pd].[Pd] (tris(dibenzylideneacetone)dipalladium). The solvent is O (Water). Run at temperature 100 celsius, time 47 hour. Product: C(CC)OC1=C(C=C2CCCC2=C1)N (6-propoxy-indan-5-ylamine). Yield: 16.6%. Reaction SMILES: Br[C:2]1[CH:3]=[C:4]2[C:8](=[CH:9][C:10]=1[O:11][CH2:12][CH2:13][CH3:14])[CH2:7][CH2:6][CH2:5]2.C(=[NH:28])(C1C=CC=CC=1)C1C=CC=CC=1.CC1(C)C2C=CC=C(P(C3C=CC=CC=3)C3C=CC=CC=3)C=2OC2C1=CC=CC=2P(C1C=CC=CC=1)C1C=CC=CC=1.C(=O)([O-])[O-].[Cs+].[Cs+].[Cl-].[NH4+]>C1C=CC(/C=C/C(/C=C/C2C=CC=CC=2)=O)=CC=1.C1C=CC(/C=C/C(/C=C/C2C=CC=CC=2)=O)=CC=1.C1C=CC(/C=C/C(/C=C/C2C=CC=CC=2)=O)=CC=1.[Pd].[Pd].O>[CH2:12]([O:11][C:10]1[CH:9]=[C:8]2[C:4]([CH2:5][CH2:6][CH2:7]2)=[CH:3][C:2]=1[NH2:28])[CH2:13][CH3:14] |f:3.4.5,6.7,8.9.10.11.12|. Procedure details: To a 5-bromo-6-propoxyindan (8.24 g, 32.2 mmol) toluene solution (80 ml) were added a benzophenone imine (6.40 g, 35.3 mmol) toluene solution (40 ml), tris(dibenzylideneacetone)dipalladium (742 mg, 0.8 mmol), 9,9-dimethyl-4,5-bis(diphenylphosphino)xanthene (XANTPHOS, 936 mg, 1.6 mmol), and cesium carbonate (15.72 g, 48.3 mmol). The resulting mixture was stirred at 100° C. under a nitrogen atmosphere for 47 hours, and then cooled to room temperature. Water and saturated ammonium chloride solution... Starting materials: CC(=O)[O-], O=C([O-])[O-], CCCCC1CN(CCc2ccccc2)CCC1=O, CCO, Cl, NO, [Na+], [Na+], [Na+], O, O. Yields the product CCCCC1CN(CCc2ccccc2)CCC1=NO. As a reaction SMILES: [C:20]([O-:21])(=[O:22])[CH3:23].[C:28](=[O:29])([O-:30])[O-:31].[CH2:1]([CH2:2][CH2:3][CH3:4])[CH:5]1[CH2:6][N:7]([CH2:12][CH2:13][c:14]2[cH:15][cH:16][cH:17][cH:18][cH:19]2)[CH2:8][CH2:9][C:10]1=[O:11].[CH2:35]([OH:36])[CH3:37].[ClH:25].[NH2:26][OH:27].[Na+:24].[Na+:32].[Na+:33].[OH2:34].[OH2:38]>>[CH2:1]([CH2:2][CH2:3][CH3:4])[CH:5]1[CH2:6][N:7]([CH2:12][CH2:13][c:14]2[cH:15][cH:16][cH:17][cH:18][cH:19]2)[CH2:8][CH2:9][C:10]1=[N:26][OH:27]. The solvent is [OH-].[Na+] (sodium hydroxide). Procedure details: A suspension of 1.0 g of 2,4-diamino-6-[2-(4-carboxyphenyl)ethenyl]pyrido[2,3-d]pyrimidine in 30 mL of 1N aqueous sodium hydroxide was heated under reflux under nitrogen for 3 hours. The resulting homogenous orange solution was cooled to room temperature, acidified with 6 mL of glacial acetic acid, and the resutling yellow precipitate collected by filtration. The filter cake was washed successively with water, methanol, acetone and ether and was then dried under reduce pressure to give 0.88 g (8... RXN SMILES: [NH2:1][C:2]1[N:3]=[C:4](N)[C:5]2[CH:11]=[C:10]([CH:12]=[CH:13][C:14]3[CH:19]=[CH:18][C:17]([C:20]([OH:22])=[O:21])=[CH:16][CH:15]=3)[CH:9]=[N:8][C:6]=2[N:7]=1.C(O)(=[O:26])C>[OH-].[Na+]>[NH2:1][C:2]1[N:3]=[C:4]([OH:26])[C:5]2[CH:11]=[C:10]([CH:12]=[CH:13][C:14]3[CH:19]=[CH:18][C:17]([C:20]([OH:22])=[O:21])=[CH:16][CH:15]=3)[CH:9]=[N:8][C:6]=2[N:7]=1 |f:2.3|. Isolated yield 88.0%. Yields the product NC=1N=C(C2=C(N1)N=CC(=C2)C=CC2=CC=C(C=C2)C(=O)O)O (2-Amino-4-hydroxy-6-[2-(4-carboxyphenyl)ethenyl]pyrido[2,3-d]pyrimidine). Starting materials: NC=1N=C(C2=C(N1)N=CC(=C2)C=CC2=CC=C(C=C2)C(=O)O)N (2,4-diamino-6-[2-(4-carboxyphenyl)ethenyl]pyrido[2,3-d]pyrimidine), C(C)(=O)O (acetic acid). Starting materials: [Na] (sodium), C(CCC)OC(C1=CC(=CC=C1)C=O)=O (3-formyl-benzoic acid n-butyl ester). Reagents/catalysts: [Cl-].C(C1=CC=CC=C1)[P+](C1=CC=CC=C1)(C1=CC=CC=C1)C1=CC=CC=C1 (benzyl-triphenyl-phosphonium chloride). Solvent: C(C)O (ethanol), C(C)O (ethanol). Reaction conditions: time 2 hour. The product is C(CCC)OC(C1=CC(=CC=C1)C=CC1=CC=CC=C1)=O (3-(2-phenyl-vinyl)-benzoic acid n-butyl ester). The yield is 151.9%. Reaction SMILES: [Na].[CH2:2]([O:6][C:7](=[O:16])[C:8]1[CH:13]=[CH:12][CH:11]=[C:10]([CH:14]=O)[CH:9]=1)[CH2:3][CH2:4][CH3:5]>C(O)C.[Cl-].C([P+](C1C=CC=CC=1)(C1C=CC=CC=1)C1C=CC=CC=1)C1C=CC=CC=1>[CH2:2]([O:6][C:7](=[O:16])[C:8]1[CH:13]=[CH:12][CH:11]=[C:10]([CH:14]=[CH:7][C:8]2[CH:13]=[CH:12][CH:11]=[CH:10][CH:9]=2)[CH:9]=1)[CH2:3][CH2:4][CH3:5] |f:3.4,^1:0|. Reported procedure: 2.3 g (0.1 mol) of sodium were dissolved in 50 ml of ethanol and this solution was added dropwise to a solution of 38.9 g (0.1 mol) of benzyl-triphenyl-phosphonium chloride in 150 ml of ethanol at an internal temperature of -5° to 0° C. 20.6 g (0.1 mol) of 3-formyl-benzoic acid n-butyl ester were then added to this mixture and the mixture was kept at 0° to 5° C. for two hours, whilst stirring, and allowed to come slowly to room temperature. After concentrating the mixture, the residue was extrac... The reactants are [H-].[Na+] (NaH), O (water), O=C(CC(=O)OC)CCCC (methyl 3-oxoheptanoate), BrCC1=CC=C(C=C1)C1=C(C=CC=C1)C(=O)OC (4-bromomethyl-2'-methoxycarbonylbiphenyl). Run in C1CCOC1 (THF), C(C)(=O)O (acetic acid), C1CCOC1 (THF), C1CCOC1 (THF). Run at time 15 minute. Product: COC(=O)C1=C(C=CC=C1)C1=CC=C(C=C1)CC(C(=O)OC)C(CCCC)=O (Methyl 2-[(2'-Methoxycarbonylbiphenyl-4-yl)methyl]-3-oxoheptanoate). The yield is 93.0%. RXN SMILES: [O:1]=[C:2]([CH2:8][CH2:9][CH2:10][CH3:11])[CH2:3][C:4]([O:6][CH3:7])=[O:5].[H-].[Na+].Br[CH2:15][C:16]1[CH:21]=[CH:20][C:19]([C:22]2[CH:27]=[CH:26][CH:25]=[CH:24][C:23]=2[C:28]([O:30][CH3:31])=[O:29])=[CH:18][CH:17]=1.O>C1COCC1.C(O)(=O)C>[CH3:31][O:30][C:28]([C:23]1[CH:24]=[CH:25][CH:26]=[CH:27][C:22]=1[C:19]1[CH:18]=[CH:17][C:16]([CH2:15][CH:3]([C:2](=[O:1])[CH2:8][CH2:9][CH2:10][CH3:11])[C:4]([O:6][CH3:7])=[O:5])=[CH:21][CH:20]=1)=[O:29] |f:1.2|. Procedure: Under nitrogen atmosphere, 2.3 of methyl 3-oxoheptanoate, dissolved into 10 ml of anhydrous THF were dropped into a suspension containing 0.22 g of 80% NaH in 30 ml g of anhydrous THF. After the effervescence was over, 2.22 g of 4-bromomethyl-2'-methoxycarbonylbiphenyl, dissolved in 10 ml of anhydrous THF, were slowly dropped into the clear solution. After 15 minutes, water was added and acetic acid was added till acidic pH. The reaction mixture was extracted with AcOEt. The organic phase was wa... Starting materials: Cl.COC=1C=C(C=CC1OC)C=1C(C(N(N1)C1CCNCC1)=O)(C)C (5-(3,4-dimethoxyphenyl)-4,4-dimethyl-2-(piperidin-4-yl)-2,4-dihydro-3H-pyrazol-3-one hydrochloride), Cl.COC=1C=C(C=CC1OC)C=1C(C(N(N1)C1CCNCC1)=O)(C)C (5-(3,4-dimethoxyphenyl)-4,4-dimethyl-2-(piperidin-4-yl)-2,4-dihydro-3H-pyrazol-3-one hydrochloride), CC=1C=C(C(=O)O)C=CC1 (3-methylbenzoic acid). Yields the product COC=1C=C(C=CC1OC)C=1C(C(N(N1)C1CCN(CC1)C(=O)C1=CC(=CC=C1)C)=O)(C)C (5-(3,4-Dimethoxyphenyl)-4,4-dimethyl-2-{1-[(3-methylphenyl)carbonyl]piperidin-4-yl}-2,4-dihydro-3H-pyrazol-3-one). Reaction SMILES: Cl.[CH3:2][O:3][C:4]1[CH:5]=[C:6]([C:12]2[C:13]([CH3:25])([CH3:24])[C:14](=[O:23])[N:15]([CH:17]3[CH2:22][CH2:21][NH:20][CH2:19][CH2:18]3)[N:16]=2)[CH:7]=[CH:8][C:9]=1[O:10][CH3:11].[CH3:26][C:27]1[CH:28]=[C:29]([CH:33]=[CH:34][CH:35]=1)[C:30](O)=[O:31]>>[CH3:2][O:3][C:4]1[CH:5]=[C:6]([C:12]2[C:13]([CH3:25])([CH3:24])[C:14](=[O:23])[N:15]([CH:17]3[CH2:22][CH2:21][N:20]([C:30]([C:29]4[CH:33]=[CH:34][CH:35]=[C:27]([CH3:26])[CH:28]=4)=[O:31])[CH2:19][CH2:18]3)[N:16]=2)[CH:7]=[CH:8][C:9]=1[O:10][CH3:11] |f:0.1|. Procedure: The title compound is prepared analogously as described for GP2-WU2 using 5-(3,4-dimethoxyphenyl)-4,4-dimethyl-2-(piperidin-4-yl)-2,4-dihydro-3H-pyrazol-3-one (compound B1) and 3-methylbenzoic acid as starting compounds. The crude product is purified by chromatography (amino phase silica gel and DCM) and by crystallization from DCM and diethyl ether to yield the title compound. Starting materials: CNC1CCCC1, C1CCOC1, O=C(Nc1ccnnc1)Oc1ccccc1. Yields the product CN(C(=O)Nc1ccnnc1)C1CCCC1. Reaction SMILES: [CH:17]1([NH:22][CH3:23])[CH2:18][CH2:19][CH2:20][CH2:21]1.[O:24]1[CH2:25][CH2:26][CH2:27][CH2:28]1.[n:1]1[n:2][cH:3][c:4]([NH:7][C:8]([O:9][c:10]2[cH:11][cH:12][cH:13][cH:14][cH:15]2)=[O:16])[cH:5][cH:6]1>>[n:1]1[n:2][cH:3][c:4]([NH:7][C:8](=[O:16])[N:22]([CH:17]2[CH2:18][CH2:19][CH2:20][CH2:21]2)[CH3:23])[cH:5][cH:6]1.